This data is from the Open Reaction Database (ORD), a public repository of structured organic reaction records. The task is: describe an organic reaction: reactants, conditions, products, and yield Starting materials: OC1=CC=2CC(C3CCCCC3C2C(=C1)O)=O (2,4-dihydroxy-4b,5,6,7,8,8a,9,10-octahydro-9-oxo-phenanthrene), CC(=O)C (acetone), S(=O)(=O)(OC)OC (dimethyl sulfate), C([O-])([O-])=O.[K+].[K+] (potassium carbonate). Run in O (water). Run at time 8 hour. Yields the product COC1=CC=2CC(C3CCCCC3C2C(=C1)OC)=O (2,4-dimethoxy-4b,5,6,7,8,8a,9,10-octahydro-9-oxo-phenanthrene). Reaction SMILES: [OH:1][C:2]1[CH:15]=[C:14](O)[C:13]2[CH:12]3[CH:7]([CH2:8][CH2:9][CH2:10][CH2:11]3)C(=O)[CH2:5][C:4]=2[CH:3]=1.S([O:23][CH3:24])(OC)(=O)=O.[C:25](=[O:28])([O-])[O-].[K+].[K+].[CH3:31]C(C)=O>O>[CH3:31][O:1][C:2]1[CH:15]=[C:14]([O:28][CH3:25])[C:13]2[CH:12]3[CH:7]([CH2:8][CH2:9][CH2:10][CH2:11]3)[C:24](=[O:23])[CH2:5][C:4]=2[CH:3]=1 |f:2.3.4|. Procedure details: To a flask equipped with a stirrer, dropping funnel, condenser, and gas inlet tube maintained under a nitrogen atmosphere, there is added 23.2 g. (0.1 mole) of 2,4-dihydroxy-4b,5,6,7,8,8a,9,10-octahydro-9-oxo-phenanthrene, 20 g. (0.15 mole) of dimethyl sulfate, 22 g. (0.16 mole) of dry potassium carbonate and 500 ml. of dry acetone, the resulting mixture is then refluxed with stirring overnight. The resulting suspension is cooled, 5 ml. of water is added and stirring is continued for an addition... Reactants: [C-]#N, CC(C)C(C(=O)Cl)c1ccc(Cl)cc1, [Na+], N#C[Na], O=Cc1cccc(Oc2ccccc2)c1, O, c1ccccc1. Yields the product CC(C)C(C(=O)OC(C#N)c1cccc(Oc2ccccc2)c1)c1ccc(Cl)cc1. As a reaction SMILES: [C-:33]#[N:34].[Cl:16][c:17]1[cH:18][cH:19][c:20]([CH:23]([C:24](=[O:25])[Cl:26])[CH:27]([CH3:28])[CH3:29])[cH:21][cH:22]1.[Na+:35].[Na:30][C:31]#[N:32].[O:1]([c:2]1[cH:3][cH:4][cH:5][cH:6][cH:7]1)[c:8]1[cH:9][c:10]([CH:11]=[O:12])[cH:13][cH:14][cH:15]1.[OH2:42].[cH:36]1[cH:37][cH:38][cH:39][cH:40][cH:41]1>>[O:1]([c:2]1[cH:3][cH:4][cH:5][cH:6][cH:7]1)[c:8]1[cH:9][c:10]([CH:11]([O:12][C:24]([CH:23]([c:20]2[cH:19][cH:18][c:17]([Cl:16])[cH:22][cH:21]2)[CH:27]([CH3:28])[CH3:29])=[O:25])[C:31]#[N:32])[cH:13][cH:14][cH:15]1. Product: C(C(C)(C)C)(=O)C1=CC=C(C=C1)CC#N (p-pivaloyl phenyl acetonitrile). Procedure details: A solution of 34.3 g (0.700 mole) sodium cyanide in 40 ml of water is warmed to 50° C and a solution of α-bromo-p-pivaloyl toluene in 85 ml ethanol is then added dropwise at such a rate as to maintain the temperature at 50° C. After the addition is complete the mixture is refluxed for four hours. The excess ethanol is removed in vacuo and the resulting residue is treated with ether/water. The layers are separated and the ether is washed with cold 50% sulfuric acid, water and sodium bicarbonate, ... Reaction SMILES: [C-:1]#[N:2].[Na+].Br[CH2:5][C:6]1[CH:11]=[CH:10][C:9]([C:12](=[O:17])[C:13]([CH3:16])([CH3:15])[CH3:14])=[CH:8][CH:7]=1>O.C(O)C>[C:12]([C:9]1[CH:10]=[CH:11][C:6]([CH2:5][C:1]#[N:2])=[CH:7][CH:8]=1)(=[O:17])[C:13]([CH3:16])([CH3:15])[CH3:14] |f:0.1|. Reaction conditions: temperature 50 celsius. Run in O (water), C(C)O (ethanol). Starting materials: [C-]#N.[Na+] (sodium cyanide), BrCC1=CC=C(C=C1)C(C(C)(C)C)=O (α-bromo-p-pivaloyl toluene). The reactants are [N+](=O)([O-])C=1C=CC2=C(C(=NCC(=N2)NN)C2=C(C=CC=C2)Cl)C1 (7 -nitro-5(o-chlorophenyl)-3H-1,4-benzodiazepin-2-yl hydrazine), BrCC(=O)Br (bromoacetyl bromide), C(C)(=O)[O-].[Na+] (sodium acetate). The product is [N+](=O)([O-])C=1C=CC2=C(C(=NCC=3N2C(=NN3)CBr)C3=C(C=CC=C3)Cl)C1 (8-nitro-1(bromomethyl)-6-(o-chlorophenyl)-4H-s-triazolo[4,3-a]-[1,4]benzodiazepine). RXN SMILES: [N+:1]([C:4]1[CH:5]=[CH:6][C:7]2[N:13]=[C:12]([NH:14][NH2:15])[CH2:11][N:10]=[C:9]([C:16]3[CH:21]=[CH:20][CH:19]=[CH:18][C:17]=3[Cl:22])[C:8]=2[CH:23]=1)([O-:3])=[O:2].[Br:24][CH2:25][C:26](Br)=O.C([O-])(=O)C.[Na+]>>[N+:1]([C:4]1[CH:5]=[CH:6][C:7]2[N:13]3[C:26]([CH2:25][Br:24])=[N:15][N:14]=[C:12]3[CH2:11][N:10]=[C:9]([C:16]3[CH:21]=[CH:20][CH:19]=[CH:18][C:17]=3[Cl:22])[C:8]=2[CH:23]=1)([O-:3])=[O:2] |f:2.3|. Procedure details: In the manner given in Preparation 10, 7 -nitro-5(o-chlorophenyl)-3H-1,4-benzodiazepin-2-yl hydrazine is reacted with bromoacetyl bromide and after 1.5 hours with sodium acetate, then refluxed to give 8-nitro-1(bromomethyl)-6-(o-chlorophenyl)-4H-s-triazolo[4,3-a]-[1,4]benzodiazepine. Preparation 15 1-(Chloromethyl)-7-(trifluoromethyl)-6-(o-fluorophenyl)-4H-s-triazolo[4,3-a][1,4]benzodiazepine Reactants: C(C1=CC=CC=C1)OC1=CC=C(C=C1)CC(=O)O (4-benzyloxyphenylacetic acid), C(C)(=O)OC(C)=O (acetic anhydride). Solvent: N1=CC=CC=C1 (pyridine). Run at time 6 hour. Yields the product C(C1=CC=CC=C1)OC1=CC=C(C=C1)CC(C)=O (4-Benzyloxyphenylacetone). RXN SMILES: [CH2:1]([O:8][C:9]1[CH:14]=[CH:13][C:12]([CH2:15][C:16]([OH:18])=O)=[CH:11][CH:10]=1)[C:2]1[CH:7]=[CH:6][CH:5]=[CH:4][CH:3]=1.[C:19](OC(=O)C)(=O)C>N1C=CC=CC=1>[CH2:1]([O:8][C:9]1[CH:10]=[CH:11][C:12]([CH2:15][C:16](=[O:18])[CH3:19])=[CH:13][CH:14]=1)[C:2]1[CH:3]=[CH:4][CH:5]=[CH:6][CH:7]=1. Procedure details: To 10.0 g (41.3 mmol) of 4-benzyloxyphenylacetic acid (31) was added, 20 mL of acetic anhydride and 20 mL of pyridine, which was heated to reflux with stirring under argon atmosphere for 6 hours. Solvents were evaporated and residue dissolved in CHCl3 (50 mL) and washed with 1N NaOH (2×50 mL). Dried organic layer (MgSO4), filtered, and evaporated to 11.8 g of an amber oil. Vacuum distillation at 0.1 mm Hg in an oil-bath set to 170° C. followed by silica gel chromatography eluting with 8/2 CH2Cl2... Reactants: FC(C(=O)O)(F)F.C(C)OC(C1=CC=C(C=C1)C=1N=C2SC(=NN2C1)C1=CC=C(C=C1)N1CCC(CC1)OCCCCCOC)=O (4-[2-[4-[4-(5-methoxypentyloxy)piperidin-1-yl]phenyl]imidazo[2,1-b][1,3,4]thiadiazol-6-yl]benzoic acid ethyl ester trifluroacetic acid salt), Cl (HCl), NaOR, O (water). Solvent: CO (methanol), O1CCCC1 (tetrahydrofuran). Yields the product COCCCCCOC1CCN(CC1)C1=CC=C(C=C1)C1=NN2C(S1)=NC(=C2)C2=CC=C(C(=O)O)C=C2 (4-[2-[4-[4-(5-methoxypentyloxy)piperidin-1-yl]phenyl]imidazo[2,1-b][1,3,4]thiadiazol-6-yl]benzoic acid). Isolated yield 81.1%. RXN SMILES: FC(F)(F)C(O)=O.C([O:10][C:11](=[O:46])[C:12]1[CH:17]=[CH:16][C:15]([C:18]2[N:19]=[C:20]3[N:24]([CH:25]=2)[N:23]=[C:22]([C:26]2[CH:31]=[CH:30][C:29]([N:32]4[CH2:37][CH2:36][CH:35]([O:38][CH2:39][CH2:40][CH2:41][CH2:42][CH2:43][O:44][CH3:45])[CH2:34][CH2:33]4)=[CH:28][CH:27]=2)[S:21]3)=[CH:14][CH:13]=1)C.O.Cl>CO.O1CCCC1>[CH3:45][O:44][CH2:43][CH2:42][CH2:41][CH2:40][CH2:39][O:38][CH:35]1[CH2:34][CH2:33][N:32]([C:29]2[CH:28]=[CH:27][C:26]([C:22]3[S:21][C:20]4=[N:19][C:18]([C:15]5[CH:14]=[CH:13][C:12]([C:11]([OH:46])=[O:10])=[CH:17][CH:16]=5)=[CH:25][N:24]4[N:23]=3)=[CH:31][CH:30]=2)[CH2:37][CH2:36]1 |f:0.1|. Procedure details: To a solution of 4-[2-[4-[4-(5-methoxypentyloxy)piperidin-1-yl]phenyl]imidazo[2,1-b][1,3,4]thiadiazol-6-yl]benzoic acid ethyl ester trifluroacetic acid salt (2.01 g) in a mixture of methanol (40 ml) and tetrahydrofuran (20 ml) was added 4N-NaOR (20 ml), and the mixture was refluxed for 6 hours. The reaction mixture was cooled, poured into water (200 ml) and adjusted to pH 2 with conc. HCl. The resulting precipitate was collected by filtration, washed in turn with water, isopropyl alcohol (30 ml)... Starting materials: C(C)OC(=O)C=1C(NC(=C(C1C(=O)OCC)[N+](=O)[O-])C1=CC=CC=C1)=O (3,4-diethoxycarbonyl-5-nitro-6-phenyl-2pyridone), P(=O)(Cl)(Cl)Cl (phosphorus oxychloride), CN(C)C=O (DMF). Run at temperature 100 celsius. Product: ClC1=NC(=C(C(=C1C(=O)OCC)C(=O)OCC)[N+](=O)[O-])C1=CC=CC=C1 (2-Chloro-3,4-diethoxycarbonyl-5-nitro-6-phenylpyridine). Reaction SMILES: [CH2:1]([O:3][C:4]([C:6]1[C:7](=O)[NH:8][C:9]([C:20]2[CH:25]=[CH:24][CH:23]=[CH:22][CH:21]=2)=[C:10]([N+:17]([O-:19])=[O:18])[C:11]=1[C:12]([O:14][CH2:15][CH3:16])=[O:13])=[O:5])[CH3:2].CN(C=O)C.P(Cl)(Cl)([Cl:34])=O>>[Cl:34][C:7]1[C:6]([C:4]([O:3][CH2:1][CH3:2])=[O:5])=[C:11]([C:12]([O:14][CH2:15][CH3:16])=[O:13])[C:10]([N+:17]([O-:19])=[O:18])=[C:9]([C:20]2[CH:25]=[CH:24][CH:23]=[CH:22][CH:21]=2)[N:8]=1. Procedure: In 6.5 ml of phosphorus oxychloride was dissolved 2.5 g of 3,4-diethoxycarbonyl-5-nitro-6-phenyl-2pyridone, followed by addition of 1 ml of DMF. The mixture was heated at 100° C. for 30 minutes. After the reaction mixture was concentrated under reduced pressure, an aqueous solution of sodium hydrogencarbonate was added to the residue for neutralization, followed by extraction with ethyl acetate. The organic layer was washed with water and a saturated aqueous solution of sodium chloride and dried... Starting materials: COc1ccc(C2=NN(C3CCNCC3)C(=O)C2(C)C)c2c1OC(C)(C)C2, COc1ccc(C(=O)O)c(OC)c1. Yields the product COc1ccc(C(=O)N2CCC(N3N=C(c4ccc(OC)c5c4CC(C)(C)O5)C(C)(C)C3=O)CC2)c(OC)c1. As a reaction SMILES: [CH3:1][O:2][c:3]1[cH:4][cH:5][c:6]([C:14]2=[N:18][N:17]([CH:19]3[CH2:20][CH2:21][NH:22][CH2:23][CH2:24]3)[C:16](=[O:25])[C:15]2([CH3:26])[CH3:27])[c:7]2[c:11]1[O:10][C:9]([CH3:12])([CH3:13])[CH2:8]2.[CH3:28][O:29][c:30]1[c:31]([C:32](=[O:33])[OH:34])[cH:35][cH:36][c:37]([O:39][CH3:40])[cH:38]1>>[CH3:1][O:2][c:3]1[cH:4][cH:5][c:6]([C:14]2=[N:18][N:17]([CH:19]3[CH2:20][CH2:21][N:22]([C:32]([c:31]4[c:30]([O:29][CH3:28])[cH:38][c:37]([O:39][CH3:40])[cH:36][cH:35]4)=[O:33])[CH2:23][CH2:24]3)[C:16](=[O:25])[C:15]2([CH3:26])[CH3:27])[c:7]2[c:11]1[O:10][C:9]([CH3:12])([CH3:13])[CH2:8]2. Reaction SMILES: [O:18]=[Mn:19]=[O:20].[cH:12]1[cH:13][cH:14][cH:15][cH:16][cH:17]1.[s:1]1[c:2]2[c:3]([cH:4][cH:5]1)[cH:6][c:7]([CH2:10][OH:11])[cH:8][cH:9]2>>[s:1]1[c:2]2[c:3]([cH:4][cH:5]1)[cH:6][c:7]([CH:10]=[O:11])[cH:8][cH:9]2. Starting materials: O=[Mn]=O, c1ccccc1, OCc1ccc2sccc2c1. Yields the product O=Cc1ccc2sccc2c1.